From a dataset of the Open Reaction Database (ORD), a public repository of structured organic reaction records. describe an organic reaction: reactants, conditions, products, and yield The reactants are [BH4-], CO, CC1(C)OB(c2ccc(Oc3cc(OCCOC4CCCCO4)c(C#N)cn3)cc2C=O)OC1(C)C, [Na+], [Na+], O=S(=O)([O-])O. Product: N#Cc1cnc(Oc2ccc3c(c2)COB3O)cc1OCCOC1CCCCO1. As a reaction SMILES: [BH4-:37].[CH3:45][OH:46].[CH:1]([c:3]1[cH:4][c:5]([O:6][c:7]2[n:8][cH:9][c:10]([C:11]#[N:12])[c:13]([O:15][CH2:16][CH2:17][O:18][CH:19]3[O:20][CH2:21][CH2:22][CH2:23][CH2:24]3)[cH:14]2)[cH:25][cH:26][c:27]1[B:28]1[O:29][C:30]([CH3:34])([CH3:35])[C:2]([CH3:31])([CH3:33])[O:32]1)=[O:36].[Na+:38].[Na+:44].[S:39](=[O:40])(=[O:41])([OH:42])[O-:43]>>[c:3]12[cH:4][c:5]([O:6][c:7]3[n:8][cH:9][c:10]([C:11]#[N:12])[c:13]([O:15][CH2:16][CH2:17][O:18][CH:19]4[O:20][CH2:21][CH2:22][CH2:23][CH2:24]4)[cH:14]3)[cH:25][cH:26][c:27]1[B:28]([OH:32])[O:29][CH2:30]2. Reactants: C(CCC)=O (Butyraldehyde), peroxide, S(=O)(=O)([O-])[O-].[Mg+2] (magnesium sulphate), NC1(CC(CC(C1)C)(C)C)OO (1-amino-3,3,5-trimethylcyclohexyl hydroperoxide). Reagents/catalysts: S(O)(O)(=O)=O (sulphuric acid). Solvent: petrol. Run at time 8 hour. The product is C(CCC)=O (butyraldehyde), CC1CC(=O)CC(C1)(C)C (dihydroisophorone). As a reaction SMILES: [CH:1](=[O:5])[CH2:2][CH2:3][CH3:4].N[C:7]1([O:16]O)[CH2:12][CH:11]([CH3:13])[CH2:10][C:9]([CH3:15])([CH3:14])[CH2:8]1.S([O-])([O-])(=O)=O.[Mg+2]>S(=O)(=O)(O)O>[CH:1](=[O:5])[CH2:2][CH2:3][CH3:4].[CH3:13][CH:11]1[CH2:10][C:9]([CH3:15])([CH3:14])[CH2:8][C:7](=[O:16])[CH2:12]1 |f:2.3|. Procedure details: Butyraldehyde (14.4 g.) was mixed with petrol (b.p. 40° - 60°) (50 c.c.) and to the stirred solution at <0° was added 1-amino-3,3,5-trimethylcyclohexyl hydroperoxide (17.3 g.; 89% pure). The peroxide dissolved within a few minutes. To the solution were added magnesium sulphate and concentrated sulphuric acid (6 drops) and the mixture stored at 0° overnight. The solution was filtered, the filtrate washed with water, dried and distilled to give unreacted butyraldehyde, dihydroisophorone and a prod... Reactants: C(C)OC(=O)C1=NN(C=C1C1=CC=C(C=C1)F)CCN(C)C (1-(2-Dimethylamino-ethyl)-4-(4-fluoro-phenyl)-1H-pyrazole-3-carboxylic acid ethyl ester), [OH-].[Na+] (sodium hydroxide), CO (methanol). The solvent is CO.O (methanol water). Product: CN(CCN1N=C(C(=C1)C1=CC=C(C=C1)F)C(=O)O)C (1-(2-Dimethylamino-ethyl)-4-(4-fluoro-phenyl)-1H-pyrazole-3-carboxylic acid). The yield is 63.0%. RXN SMILES: C([O:3][C:4]([C:6]1[C:10]([C:11]2[CH:16]=[CH:15][C:14]([F:17])=[CH:13][CH:12]=2)=[CH:9][N:8]([CH2:18][CH2:19][N:20]([CH3:22])[CH3:21])[N:7]=1)=[O:5])C.[OH-].[Na+].CO>CO.O>[CH3:21][N:20]([CH3:22])[CH2:19][CH2:18][N:8]1[CH:9]=[C:10]([C:11]2[CH:16]=[CH:15][C:14]([F:17])=[CH:13][CH:12]=2)[C:6]([C:4]([OH:5])=[O:3])=[N:7]1 |f:1.2,4.5|. Procedure details: A solution of 1-(2-Dimethylamino-ethyl)-4-(4-fluoro-phenyl)-1H-pyrazole-3-carboxylic acid ethyl ester, D22 (610 mg, 2 mmol) in methanol/water (15 ml/10 ml) was treated with 2N sodium hydroxide (4 ml). After stirring at room temperature for 16 h the methanol was removed in vacuo and the residue treated with 2N HCl (4 ml). The water was removed in vacuo. Dichloromethane was added to the residue and the inorganic solid was removed by filtration. Removal of the solvent form the filtrate in vacuo aff... Starting materials: CCCCNc1ccccc1, ClCCl, O=C(OC(Cl)(Cl)Cl)OC(Cl)(Cl)Cl. Product: CCCCN(C(=O)Cl)c1ccccc1. RXN SMILES: [CH2:1]([CH2:2][CH2:3][CH3:4])[NH:5][c:6]1[cH:7][cH:8][cH:9][cH:10][cH:11]1.[CH2:24]([Cl:25])[Cl:26].[Cl:12][C:13]([Cl:14])([O:15][C:16](=[O:17])[O:18][C:19]([Cl:20])([Cl:21])[Cl:22])[Cl:23]>>[CH2:1]([CH2:2][CH2:3][CH3:4])[N:5]([c:6]1[cH:7][cH:8][cH:9][cH:10][cH:11]1)[C:13]([Cl:12])=[O:15]. The reactants are COC=C[C@@H]1CC[C@H](CC1)C1=CC=C(C=C1)C(F)(F)F (1-methoxy-2-[trans-4-[p-trifluoromethylphenyl)cyclohexyl]ethene), BrC1=CC=C(C=C1)C(F)(F)F (p-bromotrifluorotoluene). Yields the product COCC[C@@H]1CC[C@H](CC1)C1=CC=C(C=C1)C(F)(F)F (trans-4-methoxyethyl-(p-trifluoromethylphenyl)cyclohexane). As a reaction SMILES: [CH3:1][O:2][CH:3]=[CH:4][C@H:5]1[CH2:10][CH2:9][C@H:8]([C:11]2[CH:16]=[CH:15][C:14]([C:17]([F:20])([F:19])[F:18])=[CH:13][CH:12]=2)[CH2:7][CH2:6]1.BrC1C=CC(C(F)(F)F)=CC=1>>[CH3:1][O:2][CH2:3][CH2:4][C@H:5]1[CH2:6][CH2:7][C@H:8]([C:11]2[CH:12]=[CH:13][C:14]([C:17]([F:18])([F:20])[F:19])=[CH:15][CH:16]=2)[CH2:9][CH2:10]1. Reported procedure: Hydrogenation of 1-methoxy-2-[trans-4-[p-trifluoromethylphenyl)cyclohexyl]ethene [obtainable from p-bromotrifluorotoluene by the above synthesis scheme] on Pd/C and customary work-up give trans-4-methoxyethyl-(p-trifluoromethylphenyl)cyclohexane. Reactants: ClC1=CC(=C(CN2N=CC3=CC(=CC=C23)\C=C/2\C(NC(S2)=O)=O)C=C1)C(F)(F)F ((5Z)-5-({1-[4-chloro-2-(trifluoromethyl)benzyl]-1H-indazol-5-yl}methylidene)-2,4-dioxo-1,3-thiazolidine), BrCCCl (1-bromo-2-chloroethane), F[C@@H]1CNCC1 ((3S)-3-fluoropyrrolidine). The product is ClC1=CC(=C(CN2N=CC3=CC(=CC=C23)\C=C/2\C(N(C(S2)=O)CCN2C[C@H](CC2)F)=O)C=C1)C(F)(F)F ((5Z)-5-({1-[4-Chloro-2-(trifluoromethyl)benzyl]-1H-indazol-5-yl}methylidene)-3-{2-[(3S)-3-fluoropyrrolidin-1-yl]ethyl}-1,3-thiazolidine-2,4-dione). RXN SMILES: [Cl:1][C:2]1[CH:25]=[CH:24][C:5]([CH2:6][N:7]2[C:15]3[C:10](=[CH:11][C:12](/[CH:16]=[C:17]4/[C:18](=[O:23])[NH:19][C:20](=[O:22])[S:21]/4)=[CH:13][CH:14]=3)[CH:9]=[N:8]2)=[C:4]([C:26]([F:29])([F:28])[F:27])[CH:3]=1.Br[CH2:31][CH2:32]Cl.[F:34][C@H:35]1[CH2:39][CH2:38][NH:37][CH2:36]1>>[Cl:1][C:2]1[CH:25]=[CH:24][C:5]([CH2:6][N:7]2[C:15]3[C:10](=[CH:11][C:12](/[CH:16]=[C:17]4/[C:18](=[O:23])[N:19]([CH2:39][CH2:38][N:37]5[CH2:32][CH2:31][C@H:35]([F:34])[CH2:36]5)[C:20](=[O:22])[S:21]/4)=[CH:13][CH:14]=3)[CH:9]=[N:8]2)=[C:4]([C:26]([F:27])([F:29])[F:28])[CH:3]=1. Procedure: (5Z)-5-({1-[4-Chloro-2-(trifluoromethyl)benzyl]-1H-indazol-5-yl}methylidene)-3-{2-[(3S)-3-fluoropyrrolidin-1-yl]ethyl}-1,3-thiazolidine-2,4-dione was prepared from [(5Z)-5-({1-[4-chloro-2-(trifluoromethyl)benzyl]-1H-indazol-5-yl}methylidene)-2,4-dioxo-1,3-thiazolidine (from Example 1), 1-bromo-2-chloroethane and (3S)-3-fluoropyrrolidine following General Procedure G. The reactants are C(C)(C)OC(C1=C(C=C(C(=C1)N1C(N(C(=CC1=O)C)C)=O)F)C#N)=O (2-cyano-5-[3,6-dihydro-3,4-dimethyl-2,6-dioxo-1(2H)-pyrimidinyl]-4-fluorobenzoic acid isopropyl ester), [OH-].[Na+] (sodium hydroxide). Procedure: A solution of 30.5 g of 2-cyano-5-[3,6-dihydro-3,4-dimethyl-2,6-dioxo-1(2H)-pyrimidinyl]-4-fluorobenzoic acid isopropyl ester (see Example 1) in 150 ml of methanol is maintained at 1°-3° C. for 15 minutes with 4.0 g of sodium hydroxide in 50 ml of water and then stirred for 23 hours. The solution is substantially concentrated by evaporation under reduced pressure and the residue is adjusted to a pH value of 2 with 2N hydrochloric acid. The resulting precipitate is filtered off with suction and s... Yields the product C(#N)C1=C(C(=O)O)C=C(C(=C1)F)N1C(N(C(=CC1=O)C)C)=O (2-cyano-5-[3,6-dihydro-3,4-dimethyl-2,6-dioxo-1(2H)-pyrimidinyl]-4-fluorobenzoic acid). RXN SMILES: C([O:4][C:5](=[O:25])[C:6]1[CH:11]=[C:10]([N:12]2[C:17](=[O:18])[CH:16]=[C:15]([CH3:19])[N:14]([CH3:20])[C:13]2=[O:21])[C:9]([F:22])=[CH:8][C:7]=1[C:23]#[N:24])(C)C.[OH-].[Na+]>CO.O>[C:23]([C:7]1[CH:8]=[C:9]([F:22])[C:10]([N:12]2[C:17](=[O:18])[CH:16]=[C:15]([CH3:19])[N:14]([CH3:20])[C:13]2=[O:21])=[CH:11][C:6]=1[C:5]([OH:25])=[O:4])#[N:24] |f:1.2|. Run at time 23 hour. Solvent: CO (methanol), O (water). The reactants are O=C1CN(C(=O)OCc2ccccc2)CCN1, C1CCOC1, COc1ccc(CCl)cc1, [H-], [Na+]. Yields the product COc1ccc(CN2CCN(C(=O)OCc3ccccc3)CC2=O)cc1. Reaction SMILES: [CH2:1]([c:2]1[cH:3][cH:4][cH:5][cH:6][cH:7]1)[O:8][C:9](=[O:10])[N:11]1[CH2:12][C:13](=[O:17])[NH:14][CH2:15][CH2:16]1.[CH2:30]1[O:31][CH2:32][CH2:33][CH2:34]1.[CH3:20][O:21][c:22]1[cH:23][cH:24][c:25]([CH2:26][Cl:27])[cH:28][cH:29]1.[H-:18].[Na+:19]>>[CH2:1]([c:2]1[cH:3][cH:4][cH:5][cH:6][cH:7]1)[O:8][C:9](=[O:10])[N:11]1[CH2:12][C:13](=[O:17])[N:14]([CH2:26][c:25]2[cH:24][cH:23][c:22]([O:21][CH3:20])[cH:29][cH:28]2)[CH2:15][CH2:16]1. Starting materials: COc1cc(CCl)ccc1OCc1nc(-c2ccco2)oc1C, COc1cc(CCl)ccc1OCc1nc(-c2ccccc2)oc1C, CC(C)(COc1cccc2[nH]c3ccccc3c12)C(=O)O, CC(C)(Oc1cccc2[nH]c3ccccc3c12)C(=O)O. Product: COc1cc(Cn2c3ccccc3c3c(OCC(C)(C)C(=O)O)cccc32)ccc1OCc1nc(-c2ccco2)oc1C. RXN SMILES: [Cl:42][CH2:43][c:44]1[cH:45][c:46]([O:63][CH3:64])[c:47]([O:48][CH2:49][c:50]2[n:51][c:52](-[c:56]3[o:57][cH:58][cH:59][cH:60]3)[o:53][c:54]2[CH3:55])[cH:61][cH:62]1.[Cl:65][CH2:66][c:67]1[cH:68][cH:69][c:70]([O:71][CH2:72][c:73]2[n:74][c:75](-[c:76]3[cH:77][cH:78][cH:79][cH:80][cH:81]3)[o:82][c:83]2[CH3:84])[c:85]([O:86][CH3:87])[cH:88]1.[cH:1]1[cH:2][cH:3][c:4]([O:14][CH2:15][C:16]([C:17](=[O:18])[OH:19])([CH3:20])[CH3:21])[c:5]2[c:6]3[cH:7][cH:8][cH:9][cH:10][c:11]3[nH:12][c:13]12.[cH:22]1[c:23]2[nH:24][c:25]3[c:26]([cH:27][cH:28][cH:29][cH:30]3)[c:31]2[c:32]([O:33][C:34]([CH3:35])([CH3:36])[C:37]([OH:38])=[O:39])[cH:40][cH:41]1>>[cH:1]1[cH:2][cH:3][c:4]([O:14][CH2:15][C:16]([C:17](=[O:18])[OH:19])([CH3:20])[CH3:21])[c:5]2[c:6]3[cH:7][cH:8][cH:9][cH:10][c:11]3[n:12]([CH2:43][c:44]3[cH:45][c:46]([O:63][CH3:64])[c:47]([O:48][CH2:49][c:50]4[n:51][c:52](-[c:56]5[o:57][cH:58][cH:59][cH:60]5)[o:53][c:54]4[CH3:55])[cH:61][cH:62]3)[c:13]12. Starting materials: CS(=O)(=O)N1C=C(C2=CC(=CC=C12)C(C1=CC=C(C=C1)Cl)=O)C1=CC(=CC=C1)Cl (1-methylsulfonyl-3-(3-chlorophenyl)-5-(4-chlorobenzoyl)indole), [F-].C(CCC)[N+](CCCC)(CCCC)CCCC (tetrabutylammonium fluoride). The solvent is C1CCOC1 (THF). The product is ClC=1C=C(C=CC1)C1=CNC2=CC=C(C=C12)C(C1=CC=C(C=C1)Cl)=O (3-(3-Chlorophenyl)-5-(4-chlorobenzoyl)indole). Reaction SMILES: CS([N:5]1[C:13]2[C:8](=[CH:9][C:10]([C:14](=[O:22])[C:15]3[CH:20]=[CH:19][C:18]([Cl:21])=[CH:17][CH:16]=3)=[CH:11][CH:12]=2)[C:7]([C:23]2[CH:28]=[CH:27][CH:26]=[C:25]([Cl:29])[CH:24]=2)=[CH:6]1)(=O)=O.[F-].C([N+](CCCC)(CCCC)CCCC)CCC>C1COCC1>[Cl:29][C:25]1[CH:24]=[C:23]([C:7]2[C:8]3[C:13](=[CH:12][CH:11]=[C:10]([C:14](=[O:22])[C:15]4[CH:20]=[CH:19][C:18]([Cl:21])=[CH:17][CH:16]=4)[CH:9]=3)[NH:5][CH:6]=2)[CH:28]=[CH:27][CH:26]=1 |f:1.2|. Procedure details: To a solution of 1-methylsulfonyl-3-(3-chlorophenyl)-5-(4-chlorobenzoyl)indole (11.44 g, 25.76 mmol, see Preparation 7) in anhydrous THF (150 ml) was added tetrabutylammonium fluoride (33.5 ml, 1.0 M solution in THF). The resulting solution was refluxed under nitrogen for about 3 hrs. The solvent was removed under reduced pressure. The residue was dissolved in EtOAc and washed with 1N HCl (2 times), saturated NaHCO3 aqueous solution (2 times) and brine (2 times), dried over anhydrous MgSO4, filt...